Dataset: the Open Reaction Database (ORD), a public repository of structured organic reaction records. Task: describe an organic reaction: reactants, conditions, products, and yield Reactants: NC1=C(C=2C[C@H]3C[C@H](CN([C@@H]3CC2S1)C)C(=O)N(C(=O)NCCN(C)C)CCC)C#N (1-{[(4aR*,6R*,8aR*)-2-amino-3-cyano-8-methyl-4H,4aH,5H,6H,7H,8H, 8aH,9H-thieno[3,2-g]quinolin-6-yl]carbonyl}-3-[2-(dimethylamino)ethyl]-1-propylurea), C(C)(=O)O (acetic acid). Conditions: temperature 135 celsius. Product: C(#N)C1=C(SC2=C1C[C@H]1C[C@H](CN([C@@H]1C2)C)C(=O)N(CCC)C(NCCN(C)C)=O)NC(C)=O (N-[(4aR*,6R*,8aR*)-3-Cyano-6-[({[2-(dimethylamino)ethyl]carbamoyl}(propyl)amino)carbonyl]-8-methyl-4H,4aH,5H,6H,7H,8H,8aH,9H-thieno[3,2-g]quinolin-2-yl]-acetamide). Reaction SMILES: [NH2:1][C:2]1[S:14][C:13]2[CH2:12][C@@H:11]3[C@H:6]([CH2:7][C@@H:8]([C:16]([N:18]([CH2:27][CH2:28][CH3:29])[C:19]([NH:21][CH2:22][CH2:23][N:24]([CH3:26])[CH3:25])=[O:20])=[O:17])[CH2:9][N:10]3[CH3:15])[CH2:5][C:4]=2[C:3]=1[C:30]#[N:31].[C:32](O)(=[O:34])[CH3:33]>>[C:30]([C:3]1[C:4]2[CH2:5][C@@H:6]3[C@@H:11]([CH2:12][C:13]=2[S:14][C:2]=1[NH:1][C:32](=[O:34])[CH3:33])[N:10]([CH3:15])[CH2:9][C@H:8]([C:16]([N:18]([C:19](=[O:20])[NH:21][CH2:22][CH2:23][N:24]([CH3:26])[CH3:25])[CH2:27][CH2:28][CH3:29])=[O:17])[CH2:7]3)#[N:31]. Procedure: To 1-{[(4aR*,6R*,8aR*)-2-amino-3-cyano-8-methyl-4H,4aH,5H,6H,7H,8H, 8aH,9H-thieno[3,2-g]quinolin-6-yl]carbonyl}-3-[2-(dimethylamino)ethyl]-1-propylurea (example 1-15) (100 mg) was added acetic acid (2 mL) and the mixture was heated at 135° C. and refluxed for 12 hours. After cooling to room temperature, the reaction mixture was concentrated under reduced pressure. To the residue were added ethyl acetate and a saturated aqueous solution of sodium bicarbonate. After the separated organic layer was... Starting materials: C(CCC)[Li] (n-butyllithium), BrC1=C(C=NC=C1C)C (4-bromo-3,5-dimethylpyridine), CN(C)C=O (DMF). Solvent: CCCCCC (hexane), CCOCC (ether). Reaction conditions: temperature -78 celsius, time 1 hour. Product: CC1=C(C=O)C(=CN=C1)C (3,5-dimethylisonicotinaldehyde). Reaction SMILES: Br[C:2]1[C:7]([CH3:8])=[CH:6][N:5]=[CH:4][C:3]=1[CH3:9].C([Li])CCC.CN([CH:18]=[O:19])C>CCOCC.CCCCCC>[CH3:9][C:3]1[CH:4]=[N:5][CH:6]=[C:7]([CH3:8])[C:2]=1[CH:18]=[O:19]. Procedure details: A solution of 4-bromo-3,5-dimethylpyridine (0.70 g, 3.76 mmol) in ether (10 mL) was cooled to −78° C. and then 2.50 M n-butyllithium in hexane (1.50 mL) was added to the reaction flask dropwise. After stirring at −78° C. for 1 h, DMF (1.75 mL, 22.6 mmol) was added to the reaction flask slowly. The reaction solution was allowed to warm to room temperature overnight. The reaction was quenched with 10 mL saturated NH4Cl solution and diluted with ethyl acetate. The aqueous layer was extracted with e... Reactants: C1=CN=C2N1C1=C(NC2=O)C=2C=CC=CC2C1 (5H,10H-imidazo[1,2-a]indeno[1,2-e]-pyrazin-4-one), [N+](=O)([O-])C=1C=C(C=O)C=CC1 (3-nitrobenzaldehyde), C(C)(=O)[O-].[NH4+] (ammonium acetate). Run in C(C)(=O)O (acetic acid). Yields the product [N+](=O)([O-])C=1C=C(C=C2C=3C=CC=CC3C=3NC(C=4N(C32)C=CN4)=O)C=CC1 (10-(3-nitrobenzylidene)-5H-imidazo-[1,2-a]indeno[1,2-e]pyrazin-4-one). The yield is 62.6%. Reaction SMILES: [CH:1]1[N:5]2[C:6]3[CH2:17][C:16]4[CH:15]=[CH:14][CH:13]=[CH:12][C:11]=4[C:7]=3[NH:8][C:9](=[O:10])[C:4]2=[N:3][CH:2]=1.[N+:18]([C:21]1[CH:22]=[C:23]([CH:26]=[CH:27][CH:28]=1)[CH:24]=O)([O-:20])=[O:19].C([O-])(=O)C.[NH4+]>C(O)(=O)C>[N+:18]([C:21]1[CH:22]=[C:23]([CH:26]=[CH:27][CH:28]=1)[CH:24]=[C:17]1[C:6]2[N:5]3[CH:1]=[CH:2][N:3]=[C:4]3[C:9](=[O:10])[NH:8][C:7]=2[C:11]2[CH:12]=[CH:13][CH:14]=[CH:15][C:16]1=2)([O-:20])=[O:19] |f:2.3|. Reported procedure: 10 g of 5H,10H-imidazo[1,2-a]indeno[1,2-e]-pyrazin-4-one and 27.1 g of 3-nitrobenzaldehyde are refluxed for 15 hours in the presence of 13.79 g of ammonium acetate in 600 ml of acetic acid. The precipitate formed is filtered off, washed with water and dried under reduced pressure (1 mmHg; 0.13 kPa) at 45° C. 10 g of 10-(3-nitrobenzylidene)-5H-imidazo-[1,2-a]indeno[1,2-e]pyrazin-4-one are obtained in the form of a yellowish powder, the melting point of which is greater than 260° C. (Analysis, C20... The reactants are C(C)OC1=C(C=CC=C1)C1=NN2C(C(N1)=O)=C(N=C2C)C (2-(2-ethoxyphenyl)-5,7-dimethyl-3H-imidazo[5,1-f][1,2,4]-triazin-4-one), ClS(=O)(=O)O (chlorosulphonic acid), ice water. Run at time 8 hour. Yields the product C(C)OC1=C(C=C(C=C1)S(=O)(=O)Cl)C1=NN2C(C(N1)=O)=C(N=C2C)C (4-Ethoxy-3-(5,7-dimethyl-4-oxo-3,4-dihydroimidazo[5,1-f][1,2,4]triazin-2-yl)-benzenesulphonyl chloride). As a reaction SMILES: [CH2:1]([O:3][C:4]1[CH:9]=[CH:8][CH:7]=[CH:6][C:5]=1[C:10]1[NH:15][C:14](=[O:16])[C:13]2=[C:17]([CH3:21])[N:18]=[C:19]([CH3:20])[N:12]2[N:11]=1)[CH3:2].[Cl:22][S:23](O)(=[O:25])=[O:24]>>[CH2:1]([O:3][C:4]1[CH:9]=[CH:8][C:7]([S:23]([Cl:22])(=[O:25])=[O:24])=[CH:6][C:5]=1[C:10]1[NH:15][C:14](=[O:16])[C:13]2=[C:17]([CH3:21])[N:18]=[C:19]([CH3:20])[N:12]2[N:11]=1)[CH3:2]. Reported procedure: 7.25 g (25.5 mmol) of 2-(2-ethoxyphenyl)-5,7-dimethyl-3H-imidazo[5,1-f][1,2,4]-triazin-4-one are initially charged, and 26.74 g (0.23 mol) of chlorosulphonic acid are added with ice-cooling. The mixture is stirred at room temperature overnight and poured into ice-water, and the crystals are filtered off with suction and dried in a vacuum desiccator. The reactants are C(C1=CC=CC=C1)OCC1(C2=CC(=CC=C2C=2C=CC(=CC12)C(C)(C)C)C(C)(C)C)[Si](C)(C)C (2,7-di-tert-butyl-9-trimethylsilyl-9-fluorenylmethyl benzyl ether), C1CCOC1 (THF). Reagents/catalysts: [Pd] (palladium on charcoal). Run in CCO (EtOH). Conditions: time 2 hour. Product: C(C)(C)(C)C1=CC=2C(C3=CC(=CC=C3C2C=C1)C(C)(C)C)(CO)[Si](C)(C)C (2,7-Di-tert-butyl-9-trimethylsilyl-9-fluorenemethanol). Yield: 99.9%. As a reaction SMILES: C([O:8][CH2:9][C:10]1([Si:31]([CH3:34])([CH3:33])[CH3:32])[C:22]2[CH:21]=[C:20]([C:23]([CH3:26])([CH3:25])[CH3:24])[CH:19]=[CH:18][C:17]=2[C:16]2[C:11]1=[CH:12][C:13]([C:27]([CH3:30])([CH3:29])[CH3:28])=[CH:14][CH:15]=2)C1C=CC=CC=1.C1COCC1>[Pd].CCO>[C:23]([C:20]1[CH:19]=[CH:18][C:17]2[C:16]3[C:11](=[CH:12][C:13]([C:27]([CH3:29])([CH3:30])[CH3:28])=[CH:14][CH:15]=3)[C:10]([Si:31]([CH3:34])([CH3:33])[CH3:32])([CH2:9][OH:8])[C:22]=2[CH:21]=1)([CH3:24])([CH3:25])[CH3:26]. Procedure: To a solution of 4.0 g of 2,7-di-tert-butyl-9-trimethylsilyl-9-fluorenylmethyl benzyl ether in 20 mL of freshly distilled THF and 80 mL of 100% EtOH was added 0.8 g of 5% palladium on charcoal. The heterogeneous mixture was shaken under hydrogen at a pressure of 45 psi in a Parr apparatus for 2 hours. The catalyst was removed by filtration and rinsed with ether (2×10 mL). The filtrate was evaporated under reduced pressure to give 3.23 g (100%) of the crude alcohol as a yellow oil which was chrom... Solvent: C(C)O (ethanol). Reaction SMILES: [O:1]=[C:2]([CH2:9][CH2:10][C:11]1[CH:16]=[CH:15][CH:14]=[CH:13][CH:12]=1)[CH2:3][C:4]([O:6][CH2:7][CH3:8])=[O:5].C(O)[C:18]1[CH:23]=[CH:22]C=[CH:20][CH:19]=1>C(O)C>[O:1]=[C:2]([CH2:9][CH2:10][C:11]1[CH:12]=[CH:13][CH:14]=[CH:15][CH:16]=1)[CH2:3][C:4]([O:6][CH2:7][C:8]1[CH:22]=[CH:23][CH:18]=[CH:19][CH:20]=1)=[O:5]. Reactants: O=C(CC(=O)OCC)CCC1=CC=CC=C1 (Ethyl 3-oxo-5-phenylpentanoate), C(C1=CC=CC=C1)O (benzyl alcohol). Reported procedure: Ethyl 3-oxo-5-phenylpentanoate (64.2 g, 0.29 mole) was heated between 190° and 210° C. under nitrogen with benzyl alcohol (28.9 ml, 0.28 mole) for 6 hours, the ethanol formed being distilled out of the reaction mixture. The resulting pale yellow oil was essentially pure product, slightly contaminated by starting materials, n.m.r. δ(CCl4) 7.23 (5H, s), 7.06 (5H, s), 5.03 (2H, s), 3.23 (2H, s) and 2.73 (4H, s). Product: O=C(CC(=O)OCC1=CC=CC=C1)CCC1=CC=CC=C1 (Benzyl 3-oxo-5-phenylpentanoate). The reactants are [H-].[Na+] (NaH), Cl (HCl), COC(=O)[C@@H]1CC[C@H](CC1)NC(=O)OC(C)(C)C (trans-4-tert-butoxy carbonylamino-cyclohexanecarboxylic acid methyl ester), CI (methyl iodide). Run in CN(C)C=O (DMF), CCOCC (ether). Product: COC(=O)[C@@H]1CC[C@H](CC1)N(C)C(=O)OC(C)(C)C (trans-4-(tert-butoxycarbonyl-methyl-amino)-cyclohexanecarboxylic acid methyl ester). Yield: 102.4%. Reaction SMILES: [CH3:1][O:2][C:3]([C@H:5]1[CH2:10][CH2:9][C@H:8]([NH:11][C:12]([O:14][C:15]([CH3:18])([CH3:17])[CH3:16])=[O:13])[CH2:7][CH2:6]1)=[O:4].[CH3:19]I.[H-].[Na+].Cl>CN(C=O)C.CCOCC>[CH3:1][O:2][C:3]([C@H:5]1[CH2:6][CH2:7][C@H:8]([N:11]([C:12]([O:14][C:15]([CH3:18])([CH3:17])[CH3:16])=[O:13])[CH3:19])[CH2:9][CH2:10]1)=[O:4] |f:2.3|. Procedure details: 16.2 g (62.95 mmol) of trans-4-tert-butoxy carbonylamino-cyclohexanecarboxylic acid methyl ester and 5.87 mL (94.43 mmol, 1.5 eq) of methyl iodide in 100 ml DMF were treated under stirring and ice-cooling with 3.57 g (81.84 mmol, 1.3 eq) of NaH (55% in oil). The solution was stirred at RT for 20 h and then treated under ice-cooling with 1M HCl. The reaction mixture was dissolved in ether and washed 4 times with water. The ether-phases were concentrated under reduced pressure to yield 17.5 g (qua... Starting materials: BrC1=NC=C(C=2C1=CN(N2)C2=C(C#N)C=CC=C2Cl)F (2-(4-bromo-7-fluoropyrazolo[4,3-c]pyridin-2-yl)-3-chlorobenzonitrile), C(C)(C)(C)OC(=O)N1CC(C1)C=1C=NC(=CC1)N (3-(6-aminopyridin-3-yl)-azetidine-1-carboxylic acid tert-butyl ester), CC1(C2=C(C(=CC=C2)P(C3=CC=CC=C3)C4=CC=CC=C4)OC5=C(C=CC=C51)P(C6=CC=CC=C6)C7=CC=CC=C7)C (Xantphos), C([O-])([O-])=O.[Cs+].[Cs+] (cesium carbonate). Reagents/catalysts: C=1C=CC(=CC1)/C=C/C(=O)/C=C/C2=CC=CC=C2.C=1C=CC(=CC1)/C=C/C(=O)/C=C/C2=CC=CC=C2.C=1C=CC(=CC1)/C=C/C(=O)/C=C/C2=CC=CC=C2.[Pd].[Pd] (Pd2(dba)3). The solvent is O1CCOCC1 (dioxane). Reaction conditions: temperature 80 celsius. The product is C(C)(C)(C)OC(=O)N1CC(C1)C=1C=NC(=CC1)NC1=NC=C(C=2C1=CN(N2)C2=C(C=CC=C2C#N)Cl)F (3-{6-[2-(2-Chloro-6-cyanophenyl)-7-fluoro-2H-pyrazolo[4,3-c]pyridin-4-ylamino]-pyridin-3-yl}-azetidine-1-carboxylic acid tert-butyl ester). The yield is 64.1%. Reaction SMILES: Br[C:2]1[C:7]2=[CH:8][N:9]([C:11]3[C:18]([Cl:19])=[CH:17][CH:16]=[CH:15][C:12]=3[C:13]#[N:14])[N:10]=[C:6]2[C:5]([F:20])=[CH:4][N:3]=1.[C:21]([O:25][C:26]([N:28]1[CH2:31][CH:30]([C:32]2[CH:33]=[N:34][C:35]([NH2:38])=[CH:36][CH:37]=2)[CH2:29]1)=[O:27])([CH3:24])([CH3:23])[CH3:22].CC1(C)C2C(=C(P(C3C=CC=CC=3)C3C=CC=CC=3)C=CC=2)OC2C(P(C3C=CC=CC=3)C3C=CC=CC=3)=CC=CC1=2.C(=O)([O-])[O-].[Cs+].[Cs+]>O1CCOCC1.C1C=CC(/C=C/C(/C=C/C2C=CC=CC=2)=O)=CC=1.C1C=CC(/C=C/C(/C=C/C2C=CC=CC=2)=O)=CC=1.C1C=CC(/C=C/C(/C=C/C2C=CC=CC=2)=O)=CC=1.[Pd].[Pd]>[C:21]([O:25][C:26]([N:28]1[CH2:29][CH:30]([C:32]2[CH:33]=[N:34][C:35]([NH:38][C:2]3[C:7]4=[CH:8][N:9]([C:11]5[C:12]([C:13]#[N:14])=[CH:15][CH:16]=[CH:17][C:18]=5[Cl:19])[N:10]=[C:6]4[C:5]([F:20])=[CH:4][N:3]=3)=[CH:36][CH:37]=2)[CH2:31]1)=[O:27])([CH3:24])([CH3:22])[CH3:23] |f:3.4.5,7.8.9.10.11|. Reported procedure: A mixture of 2-(4-bromo-7-fluoropyrazolo[4,3-c]pyridin-2-yl)-3-chlorobenzonitrile (106 mg, 0.3 mmol), 3-(6-aminopyridin-3-yl)-azetidine-1-carboxylic acid tert-butyl ester (57 mg, 0.35 mmol), Pd2(dba)3 (7 mg, 0.0075 mmol), Xantphos (17 mg, 0.03 mmol) and cesium carbonate (196 mg, 0.6 mmol) in dioxane (3.0 mL) was degassed and purged with nitrogen. The reaction mixture was heated at 80° C. overnight. After cooling to room temperature, the resultant mixture was partitioned between ethyl acetate and... Starting materials: CC(C)Oc2ccc1ccccc1c2 (substrate), [Li]c1ccccc1 (effective_coupling_partner). Reagents/catalysts: SIMes. Reaction conditions: temperature 25 celsius, time 12 hour. Yields the product c3ccc(c2ccc1ccccc1c2)cc3. Reactants: [O-][N+]1=CC2=C(C=3C=CC=CC13)N(C=N2)CCOCCCCC(=O)N(C2=CC=CC=C2)C (5-[2-(5-oxido-1H-imidazo[4,5-c]quinolin-1-yl)ethoxy]-N-methyl-N-phenylpentanamide), ClC(C(=O)N=C=O)(Cl)Cl (trichloroacetyl isocyanate). The solvent is ClCCl (dichloromethane). Reaction conditions: time 2 hour. Yields the product NC1=NC=2C=CC=CC2C2=C1N=CN2CCOCCCCC(=O)N(C2=CC=CC=C2)C (5-[2-(4-amino-1H-imidazo[4,5-c]quinolin-1-yl)ethoxy]-N-methyl-N-phenylpentanamide). RXN SMILES: [O-][N+:2]1[C:11]2[CH:10]=[CH:9][CH:8]=[CH:7][C:6]=2[C:5]2[N:12]([CH2:15][CH2:16][O:17][CH2:18][CH2:19][CH2:20][CH2:21][C:22]([N:24]([CH3:31])[C:25]3[CH:30]=[CH:29][CH:28]=[CH:27][CH:26]=3)=[O:23])[CH:13]=[N:14][C:4]=2[CH:3]=1.ClC(Cl)(Cl)C([N:36]=C=O)=O>ClCCl>[NH2:36][C:3]1[C:4]2[N:14]=[CH:13][N:12]([CH2:15][CH2:16][O:17][CH2:18][CH2:19][CH2:20][CH2:21][C:22]([N:24]([CH3:31])[C:25]3[CH:30]=[CH:29][CH:28]=[CH:27][CH:26]=3)=[O:23])[C:5]=2[C:6]2[CH:7]=[CH:8][CH:9]=[CH:10][C:11]=2[N:2]=1. Procedure details: Using the general method of Parts C and D of Example 11, 2-(1H-imidazo[4,5-c]quinolin-1-yl)ethanol (0.63 g, 2.9 mmol) and 5-bromo-N-methyl-N-phenylpentanamide (1.3 g, 4.8 mmol) were combined to provide 0.24 g of 5-[2-(5-oxido-1H-imidazo[4,5-c]quinolin-1-yl)ethoxy]-N-methyl-N-phenylpentanamide as a colorless oil. The resulting N-oxide product was dissolved in dichloromethane and trichloroacetyl isocyanate (0.11 ml) was added dropwise. The reaction was stirred at room temperature for 2 hours and t...